This data is from the Open Reaction Database (ORD), a public repository of structured organic reaction records. The task is: describe an organic reaction: reactants, conditions, products, and yield The reactants are CCO, O=C(NC(Cc1ccc(F)cc1)C(=O)O)c1cc2cc(Cl)ncc2[nH]1, C1CNCC2(C1)OCCO2. Yields the product O=C(NC(Cc1ccc(F)cc1)C(=O)N1CCCC2(C1)OCCO2)c1cc2cc(Cl)ncc2[nH]1. Reaction SMILES: [CH3:36][CH2:37][OH:38].[Cl:1][c:2]1[cH:3][c:4]2[c:5]([cH:6][n:7]1)[nH:8][c:9]([C:11](=[O:12])[NH:13][CH:14]([C:15](=[O:16])[OH:17])[CH2:18][c:19]1[cH:20][cH:21][c:22]([F:25])[cH:23][cH:24]1)[cH:10]2.[O:26]1[CH2:27][CH2:28][O:29][C:30]12[CH2:31][NH:32][CH2:33][CH2:34][CH2:35]2>>[Cl:1][c:2]1[cH:3][c:4]2[c:5]([cH:6][n:7]1)[nH:8][c:9]([C:11](=[O:12])[NH:13][CH:14]([C:15](=[O:17])[N:32]1[CH2:31][C:30]3([O:26][CH2:27][CH2:28][O:29]3)[CH2:35][CH2:34][CH2:33]1)[CH2:18][c:19]1[cH:20][cH:21][c:22]([F:25])[cH:23][cH:24]1)[cH:10]2.